Dataset: the Open Reaction Database (ORD), a public repository of structured organic reaction records. Task: describe an organic reaction: reactants, conditions, products, and yield Starting materials: trichloride 1,2-dichloroethane, [Cl-].[Al+3].[Cl-].[Cl-] (aluminum chloride), C(CCCCCCC)C1=CC=C(C=C1)C1=CC=C(C=C1)O (4-(4-n-octylphenyl)phenol), CSC#N (methyl thiocyanate), [Cl-].[Al+3].[Cl-].[Cl-] (aluminum chloride), [OH-].[Na+] (sodium hydroxide). Run in ClCCCl (1,2-dichloroethane). Conditions: temperature 80 celsius, time 3 hour. The product is C(CCCCCCC)C1=CC=C(C=C1)C1=CC(=C(C=C1)O)C#N (4-(4-n-octylphenyl)-2-cyanophenol). As a reaction SMILES: [CH2:1]([C:9]1[CH:14]=[CH:13][C:12]([C:15]2[CH:20]=[CH:19][C:18]([OH:21])=[CH:17][CH:16]=2)=[CH:11][CH:10]=1)[CH2:2][CH2:3][CH2:4][CH2:5][CH2:6][CH2:7][CH3:8].CS[C:24]#[N:25].[Cl-].[Al+3].[Cl-].[Cl-].[OH-].[Na+]>ClCCCl>[CH2:1]([C:9]1[CH:14]=[CH:13][C:12]([C:15]2[CH:20]=[CH:19][C:18]([OH:21])=[C:17]([C:24]#[N:25])[CH:16]=2)=[CH:11][CH:10]=1)[CH2:2][CH2:3][CH2:4][CH2:5][CH2:6][CH2:7][CH3:8] |f:2.3.4.5,6.7|. Procedure details: To a suspension of 4-(4-n-octylphenyl)phenol (2.82 g) in 1,2-dichloroethane (40 ml) is added a 2M borone trichloride - 1,2-dichloroethane solution (6 ml) under ice cooling, and thereto are further added methyl thiocyanate (0.82 ml) and aluminum chloride (1.33 g). The mixture is stirred at room temperature until aluminum chloride is dissolved, and is further stirred at 80° C. for 3 hours. After cooling, 4N aqueous sodium hydroxide solution (33 ml) is added to the reaction mixture, and the mixture... The reactants are CCCCO, CCOC(C)=O, CCN(C(C)C)C(C)C, CC(Nc1nc(Cl)cc(Cl)n1)c1ccc(F)cc1, O=C1CNCCN1. Product: CC(Nc1nc(Cl)cc(N2CCNC(=O)C2)n1)c1ccc(F)cc1. RXN SMILES: [CH2:35]([OH:36])[CH2:37][CH2:38][CH3:39].[CH3:40][CH2:41][O:42][C:43](=[O:44])[CH3:45].[CH:26]([N:27]([CH2:28][CH3:29])[CH:30]([CH3:31])[CH3:32])([CH3:33])[CH3:34].[Cl:1][c:2]1[n:3][c:4]([NH:9][CH:10]([CH3:11])[c:12]2[cH:13][cH:14][c:15]([F:18])[cH:16][cH:17]2)[n:5][c:6]([Cl:8])[cH:7]1.[NH:19]1[C:20](=[O:25])[CH2:21][NH:22][CH2:23][CH2:24]1>>[c:2]1([N:22]2[CH2:21][C:20](=[O:25])[NH:19][CH2:24][CH2:23]2)[n:3][c:4]([NH:9][CH:10]([CH3:11])[c:12]2[cH:13][cH:14][c:15]([F:18])[cH:16][cH:17]2)[n:5][c:6]([Cl:8])[cH:7]1. The reactants are [BH4-], COc1cc2c(nc1OC)c(-c1cc3c(C=O)ccnc3n1S(=O)(=O)c1ccc(C)cc1)cn2C, CO, CCOC(C)=O, [Na+], O. Yields the product COc1cc2c(nc1OC)c(-c1cc3c(CO)ccnc3n1S(=O)(=O)c1ccc(C)cc1)cn2C. As a reaction SMILES: [BH4-:36].[CH3:1][O:2][c:3]1[c:4]([O:34][CH3:35])[cH:5][c:6]2[c:7]([n:8]1)[c:9](-[c:13]1[cH:14][c:15]3[c:16]([n:17][cH:18][cH:19][c:20]3[CH:21]=[O:22])[n:23]1[S:24](=[O:25])(=[O:26])[c:27]1[cH:28][cH:29][c:30]([CH3:33])[cH:31][cH:32]1)[cH:10][n:11]2[CH3:12].[CH3:38][OH:39].[CH3:41][CH2:42][O:43][C:44](=[O:45])[CH3:46].[Na+:37].[OH2:40]>>[CH3:1][O:2][c:3]1[c:4]([O:34][CH3:35])[cH:5][c:6]2[c:7]([n:8]1)[c:9](-[c:13]1[cH:14][c:15]3[c:16]([n:17][cH:18][cH:19][c:20]3[CH2:21][OH:22])[n:23]1[S:24](=[O:25])(=[O:26])[c:27]1[cH:28][cH:29][c:30]([CH3:33])[cH:31][cH:32]1)[cH:10][n:11]2[CH3:12].